This data is from the Open Reaction Database (ORD), a public repository of structured organic reaction records. The task is: describe an organic reaction: reactants, conditions, products, and yield The reactants are [N+](=O)([O-])C1=CC=C2CCCNC2=C1 (7-nitro-1,2,3,4-tetrahydroquinoline), C([O-])([O-])=O.[K+].[K+] (potassium carbonate), IC (iodomethane). The yield is 70.6%. RXN SMILES: [N+:1]([C:4]1[CH:13]=[C:12]2[C:7]([CH2:8][CH2:9][CH2:10][NH:11]2)=[CH:6][CH:5]=1)([O-:3])=[O:2].[C:14](=O)([O-])[O-].[K+].[K+].IC>CN(C)C=O>[CH3:14][N:11]1[C:12]2[C:7](=[CH:6][CH:5]=[C:4]([N+:1]([O-:3])=[O:2])[CH:13]=2)[CH2:8][CH2:9][CH2:10]1 |f:1.2.3|. The product is CN1CCCC2=CC=C(C=C12)[N+](=O)[O-] (1-Methyl-7-nitro-1,2,3,4-tetrahydroquinoline). Solvent: CN(C=O)C (dimethylformamide). Reaction conditions: time 8 hour. Procedure: To a solution of 7-nitro-1,2,3,4-tetrahydroquinoline (D1) (7.03 g, 39.4 mmol) in dimethylformamide (50 ml) was added potassium carbonate (16.3 g, 118 mmol) and iodomethane (3.7 ml, 59.1 mmol) and the reaction stirred at ambient temperature overnight. The solvent was removed under reduced pressure and the residue was taken up in water (400 ml) and extracted into ether (3×200 ml). The combined ether extracts were washed with brine (100 ml), dried over MgSO4 and concentrated in vacuo to give the cr...